From a dataset of the Open Reaction Database (ORD), a public repository of structured organic reaction records. describe an organic reaction: reactants, conditions, products, and yield Reactants: Cl.N1CCC(CC1)NC(C(C1=CC=CC=C1)(O)C1CCC1)=O (N-(piperidin-4-yl)-2-cyclobutyl-2-hydroxy-2-phenylacetamide hydrochloride), C([O-])([O-])=O.[K+].[K+] (potassium carbonate), BrCCC=C(C)C (5-bromo-2-methyl-2-pentene), [I-].[K+] (potassium iodide). Solvent: CN(C=O)C (N,N-dimethylformamide), O (water). Run at temperature 70 celsius, time 3 hour. Yields the product CC(=CCCN1CCC(CC1)NC(C(C1=CC=CC=C1)(O)C1CCC1)=O)C (N-[1-(4-methyl-3-pentenyl)-piperidin-4-yl]-2-cyclobutyl-2-hydroxy-2-phenylacetamide). The yield is 47.4%. As a reaction SMILES: Cl.[NH:2]1[CH2:7][CH2:6][CH:5]([NH:8][C:9](=[O:22])[C:10]([CH:18]2[CH2:21][CH2:20][CH2:19]2)([OH:17])[C:11]2[CH:16]=[CH:15][CH:14]=[CH:13][CH:12]=2)[CH2:4][CH2:3]1.Br[CH2:24][CH2:25][CH:26]=[C:27]([CH3:29])[CH3:28].[I-].[K+].C(=O)([O-])[O-].[K+].[K+]>CN(C)C=O.O>[CH3:28][C:27]([CH3:29])=[CH:26][CH2:25][CH2:24][N:2]1[CH2:3][CH2:4][CH:5]([NH:8][C:9](=[O:22])[C:10]([CH:18]2[CH2:19][CH2:20][CH2:21]2)([OH:17])[C:11]2[CH:12]=[CH:13][CH:14]=[CH:15][CH:16]=2)[CH2:6][CH2:7]1 |f:0.1,3.4,5.6.7|. Procedure: 0.83 g of N-(piperidin-4-yl)-2-cyclobutyl-2-hydroxy-2-phenylacetamide hydrochloride, 0.42 g of 5-bromo-2-methyl-2-pentene, 42 mg of potassium iodide and 1.42 g of anhydrous potassium carbonate were suspended in 25 ml of anhydrous N,N-dimethylformamide, and this suspension was stirred at 70° C. for 3 hours. The reaction mixture was cooled to room temperature, mixed with water, and then extracted with diethyl ether. The organic layer was washed with a saturated aqueous solution of sodium chloride ... Starting materials: C, O=C(O)C(COCc1ccccc1)Cc1cccc2ccccc12, C1=CCCCC1, C1CCOC1, Cl, [Pd]. The product is O=C(O)C(CO)Cc1cccc2ccccc12. Reaction SMILES: [C:37].[CH2:1]([c:2]1[cH:3][cH:4][cH:5][cH:6][cH:7]1)[O:8][CH2:9][CH:10]([C:11](=[O:12])[OH:13])[CH2:14][c:15]1[cH:16][cH:17][cH:18][c:19]2[cH:20][cH:21][cH:22][cH:23][c:24]12.[CH2:25]1[CH2:26][CH:27]=[CH:28][CH2:29][CH2:30]1.[CH2:32]1[O:33][CH2:34][CH2:35][CH2:36]1.[ClH:31].[Pd:38]>>[OH:8][CH2:9][CH:10]([C:11](=[O:12])[OH:13])[CH2:14][c:15]1[cH:16][cH:17][cH:18][c:19]2[cH:20][cH:21][cH:22][cH:23][c:24]12. Starting materials: C(C)(C)(C)OC(=O)NC(CC)O (N-t-butyloxycarbonyl-aminopropanol), CC(=O)OI1(C=2C=CC=CC2C(=O)O1)(OC(=O)C)OC(=O)C (Dess-Martin periodinane). Solvent: ClCCl (dichloromethane). Run at time 8 hour. The product is C(C)(C)(C)OC(=O)NCCC=O (N-t-butyloxycarbonyl-3-amino-propionaldehyde). Isolated yield 37.0%. Reaction SMILES: [C:1]([O:5][C:6]([NH:8][CH:9](O)[CH2:10][CH3:11])=[O:7])([CH3:4])([CH3:3])[CH3:2].CC(OI1(OC(C)=O)(OC(C)=O)OC(=O)C2C=CC=CC1=2)=[O:15]>ClCCl>[C:1]([O:5][C:6]([NH:8][CH2:9][CH2:10][CH:11]=[O:15])=[O:7])([CH3:4])([CH3:3])[CH3:2]. Reported procedure: To a stirred solution of the N-t-butyloxycarbonyl-aminopropanol (15.0 g, 65.6 mmol) in dichloromethane (260 mL) at 0° C. was slowly added Dess-Martin periodinane reagent (47.3 g, 111 mmol). The mixture was allowed to gradually warm to ambient temperature and stirred overnight. It was then partitioned between diethyl ether (600 ml) and 1N sodium hydroxide (300 mL) and shaken vigorously. The organic layer was dried and evaporated. The residue was chromatographed on silica, eluting with 25% ethyl a... Starting materials: CC#N, O=C1CCC(=O)N1I, Cc1cc(N)n(-c2c(Cl)cc(Cl)cc2Cl)n1. The product is Cc1nn(-c2c(Cl)cc(Cl)cc2Cl)c(N)c1I. RXN SMILES: [CH3:25][C:26]#[N:27].[I:17][N:18]1[C:19](=[O:20])[CH2:21][CH2:22][C:23]1=[O:24].[NH2:1][c:2]1[cH:3][c:4]([CH3:16])[n:5][n:6]1-[c:7]1[c:8]([Cl:15])[cH:9][c:10]([Cl:14])[cH:11][c:12]1[Cl:13]>>[NH2:1][c:2]1[c:3]([I:17])[c:4]([CH3:16])[n:5][n:6]1-[c:7]1[c:8]([Cl:15])[cH:9][c:10]([Cl:14])[cH:11][c:12]1[Cl:13]. The reactants are C([O-])([O-])=O.[K+].[K+] (potassium carbonate), COC1=CC=C(C=C1)N (p-anisidine), C1=C(C=CC2=CC=CC=C12)OCCCCl (3-(2-naphthyloxy)-1-chloropropane). Reaction SMILES: C(=O)([O-])[O-].[K+].[K+].[CH3:7][O:8][C:9]1[CH:14]=[CH:13][C:12]([NH2:15])=[CH:11][CH:10]=1.[CH:16]1[C:25]2[C:20](=[CH:21][CH:22]=[CH:23][CH:24]=2)[CH:19]=[CH:18][C:17]=1[O:26][CH2:27][CH2:28][CH2:29]Cl>CS(C)=O.O>[CH3:7][O:8][C:9]1[CH:14]=[CH:13][C:12]([NH:15][CH2:29][CH2:28][CH2:27][O:26][C:17]2[CH:18]=[CH:19][C:20]3[C:25](=[CH:24][CH:23]=[CH:22][CH:21]=3)[CH:16]=2)=[CH:11][CH:10]=1 |f:0.1.2|. Procedure details: A mixture of anhydrous potassium carbonate (10 gm, in excess) and p-anisidine (0.42 gm, 0.003 mole) was taken in dry DMSO (40 ml). Now 3-(2-naphthyloxy)-1-chloropropane (0.5 gm, 0.002 mole) was added in it. Reaction mixture was refluxed at 140° C. for 7 hrs and the reaction was completed as checked by TLC. Reaction mixture was poured in distilled water (60 ml) and extracted with ethyl acetate thrice. The organic layer was separated and concentrated to get oily compound which was later crystalliz... Conditions: temperature 140 celsius. Run in CS(=O)C (DMSO), O (water). Yields the product COC1=CC=C(C=C1)NCCCOC1=CC2=CC=CC=C2C=C1 (N-(4-methoxyphenyl)-[3-(naphthalen-2-yloxy)propyl]amine). The product is CC(C)C(=O)c1c(O)cc(O)c(O)c1O. Starting materials: [Al+3], CC(C)C(=O)Cl, [Cl-], [Cl-], [Cl-], Cl, O=[N+]([O-])c1ccccc1, Oc1cc(O)c(O)c(O)c1. As a reaction SMILES: [Al+3:12].[C:15]([CH:16]([CH3:17])[CH3:18])(=[O:19])[Cl:20].[Cl-:11].[Cl-:13].[Cl-:14].[ClH:21].[O-:22][N+:23]([c:24]1[cH:25][cH:26][cH:27][cH:28][cH:29]1)=[O:30].[OH:1][c:2]1[cH:3][c:4]([OH:5])[c:6]([OH:7])[c:8]([OH:9])[cH:10]1>>[OH:1][c:2]1[c:3]([C:15]([CH:16]([CH3:17])[CH3:18])=[O:19])[c:4]([OH:5])[c:6]([OH:7])[c:8]([OH:9])[cH:10]1. Starting materials: C(=O)[O-].[NH4+] (ammonium formate), C(=O)[O-].[NH4+] (ammonium formate), C(C1=CC=CC=C1)OC=1C=CC(=C2C=CC(NC12)=O)[C@H](CNCCC1=CC=C(C=C1)OCCCCC1=CC(=C(C=C1)O)[C@H](CCN(C(C)C)C(C)C)C1=CC=CC=C1)O[Si](C)(C)C(C)(C)C (8-(benzyloxy)-5-[(1R)-1-{[tert-butyl(dimethyl)silyl]oxy}-2-({2-[4-(4-{3-[(1R)-3-(diisopropylamino)-1-phenylpropyl]-4-hydroxyphenyl}butoxy)phenyl]ethyl}amino)ethyl]quinolin-2(1H)-one), C(=O)[O-].[NH4+] (ammonium formate). Reagents/catalysts: [OH-].[OH-].[Pd+2] (palladium hydroxide on carbon), [OH-].[OH-].[Pd+2] (palladium hydroxide on carbon), [OH-].[OH-].[Pd+2] (palladium hydroxide on carbon). The solvent is CO (methanol). Conditions: temperature 70 celsius, time 1 hour. Yields the product [Si](C)(C)(C(C)(C)C)O[C@@H](CNCCC1=CC=C(C=C1)OCCCCC1=CC(=C(C=C1)O)[C@H](CCN(C(C)C)C(C)C)C1=CC=CC=C1)C1=C2C=CC(NC2=C(C=C1)O)=O (5-[(1R)-1-{[tert-butyl(dimethyl)silyl]oxy}-2-({2-[4-(4-{3-[(1R)-3-(diisopropylamino)-1-phenylpropyl]-4-hydroxyphenyl}butoxy)phenyl]ethyl}amino)ethyl]-8-hydroxyquinolin-2(1H)-one). As a reaction SMILES: C([O:8][C:9]1[CH:10]=[CH:11][C:12]([C@@H:20]([O:59][Si:60]([C:63]([CH3:66])([CH3:65])[CH3:64])([CH3:62])[CH3:61])[CH2:21][NH:22][CH2:23][CH2:24][C:25]2[CH:30]=[CH:29][C:28]([O:31][CH2:32][CH2:33][CH2:34][CH2:35][C:36]3[CH:41]=[CH:40][C:39]([OH:42])=[C:38]([C@@H:43]([C:53]4[CH:58]=[CH:57][CH:56]=[CH:55][CH:54]=4)[CH2:44][CH2:45][N:46]([CH:50]([CH3:52])[CH3:51])[CH:47]([CH3:49])[CH3:48])[CH:37]=3)=[CH:27][CH:26]=2)=[C:13]2[C:18]=1[NH:17][C:16](=[O:19])[CH:15]=[CH:14]2)C1C=CC=CC=1.C([O-])=O.[NH4+]>CO.[OH-].[OH-].[Pd+2]>[Si:60]([O:59][C@H:20]([C:12]1[CH:11]=[CH:10][C:9]([OH:8])=[C:18]2[C:13]=1[CH:14]=[CH:15][C:16](=[O:19])[NH:17]2)[CH2:21][NH:22][CH2:23][CH2:24][C:25]1[CH:30]=[CH:29][C:28]([O:31][CH2:32][CH2:33][CH2:34][CH2:35][C:36]2[CH:41]=[CH:40][C:39]([OH:42])=[C:38]([C@@H:43]([C:53]3[CH:54]=[CH:55][CH:56]=[CH:57][CH:58]=3)[CH2:44][CH2:45][N:46]([CH:47]([CH3:49])[CH3:48])[CH:50]([CH3:52])[CH3:51])[CH:37]=2)=[CH:27][CH:26]=1)([C:63]([CH3:66])([CH3:64])[CH3:65])([CH3:62])[CH3:61] |f:1.2,4.5.6|. Procedure: 8-(benzyloxy)-5-[(1R)-1-{[tert-butyl(dimethyl)silyl]oxy}-2-({2-[4-(4-{3-[(1R)-3-(diisopropylamino)-1-phenylpropyl]-4-hydroxyphenyl}butoxy)phenyl]ethyl}amino)ethyl]quinolin-2(1H)-one (Preparation 31, 406 mg, 0.45 mmol), ammonium formate (560 mg, 9.0 mmol) and 20% palladium hydroxide on carbon (60 mg) were mixed in methanol (8 ml) and stirred at 70° C. for 1 hour under nitrogen. Further ammonium formate (300 mg, 4.8 mmol) and 20% palladium hydroxide on carbon (30 mg) were then added and heating co... The reactants are CCOC(=O)C(C)(C)Sc1cnccc1-c1ccc(C#N)cc1, CO, [Na+], [OH-]. The product is CC(C)(Sc1cnccc1-c1ccc(C#N)cc1)C(=O)O. As a reaction SMILES: [C:3](#[N:4])[c:5]1[cH:6][cH:7][c:8](-[c:11]2[c:12]([S:17][C:18]([C:19](=[O:20])[O:21][CH2:22][CH3:23])([CH3:24])[CH3:25])[cH:13][n:14][cH:15][cH:16]2)[cH:9][cH:10]1.[CH3:26][OH:27].[Na+:2].[OH-:1]>>[C:3](#[N:4])[c:5]1[cH:6][cH:7][c:8](-[c:11]2[c:12]([S:17][C:18]([C:19](=[O:20])[OH:21])([CH3:24])[CH3:25])[cH:13][n:14][cH:15][cH:16]2)[cH:9][cH:10]1.